Dataset: the Open Reaction Database (ORD), a public repository of structured organic reaction records. Task: describe an organic reaction: reactants, conditions, products, and yield Starting materials: FC1=C(CN2C=C(C=3C2=CN=C(C3)C(=O)OC)COCCOC)C=CC(=C1)F (methyl 1-(2,4-difluorobenzyl)-3-[(2-methoxyethoxy)methyl]-1H-pyrrolo[2,3-c]pyridine-5-carboxylate), O.[OH-].[Li+] (lithium hydroxide monohydrate), O (water). The solvent is CO (methanol). Run at temperature 40 celsius. The product is FC1=C(CN2C=C(C=3C2=CN=C(C3)C(=O)O)COCCOC)C=CC(=C1)F (1-(2,4-Difluorobenzyl)-3-[(2-methoxyethoxy)methyl]-1H-pyrrolo[2,3-c]pyridine-5-carboxylic acid). Reaction SMILES: [F:1][C:2]1[CH:27]=[C:26]([F:28])[CH:25]=[CH:24][C:3]=1[CH2:4][N:5]1[C:9]2=[CH:10][N:11]=[C:12]([C:14]([O:16]C)=[O:15])[CH:13]=[C:8]2[C:7]([CH2:18][O:19][CH2:20][CH2:21][O:22][CH3:23])=[CH:6]1.O.[OH-].[Li+].O>CO>[F:1][C:2]1[CH:27]=[C:26]([F:28])[CH:25]=[CH:24][C:3]=1[CH2:4][N:5]1[C:9]2=[CH:10][N:11]=[C:12]([C:14]([OH:16])=[O:15])[CH:13]=[C:8]2[C:7]([CH2:18][O:19][CH2:20][CH2:21][O:22][CH3:23])=[CH:6]1 |f:1.2.3|. Reported procedure: To a solution of methyl 1-(2,4-difluorobenzyl)-3-[(2-methoxyethoxy)methyl]-1H-pyrrolo[2,3-c]pyridine-5-carboxylate (2000 mg 5.123 mmol) in methanol (10 mL) was added lithium hydroxide monohydrate (430 mg 10.246 mmol, 2 eq.) and water (10 mL) and the clear solution was warmed to 40° C. for 3 hours. THF was removed under vacuum and 1 M HCl added (10.3 mL 10.3 mmol, 2 eq.). The crude product was extracted into EtOAc (3×30 mL), then DCM:MeOH 100:5 (3×30 mL). The organics were dried (Na2SO4), volatil... Reactants: C(C)[SiH](CC)CC (Triethylsilane), C(#N)C=1C=C2C=CNC2=CC1 (5-cyanoindole), C(C1=CC=CC=C1)OC(=O)N1CCC(CC1)=O (1-benzyloxycarbonyl-4-piperidone), FC(S(=O)(=O)O[Si](C)(C)C)(F)F (trimethylsilyl trifluoromethanesulfonate). The solvent is C(C)#N (acetonitrile), C(C)#N (acetonitrile), C(C)(=O)OCC (ethyl acetate). Reaction conditions: time 20 minute. Product: C(C1=CC=CC=C1)OC(=O)N1CCC(CC1)C1=CNC2=CC=C(C=C12)C#N (1-benzyloxycarbonyl-4-(5-cyanoindol-3-yl)piperidine). The yield is 59.0%. As a reaction SMILES: [C:1]([C:3]1[CH:4]=[C:5]2[C:9](=[CH:10][CH:11]=1)[NH:8][CH:7]=[CH:6]2)#[N:2].[CH2:12]([O:19][C:20]([N:22]1[CH2:27][CH2:26][C:25](=O)[CH2:24][CH2:23]1)=[O:21])[C:13]1[CH:18]=[CH:17][CH:16]=[CH:15][CH:14]=1.FC(F)(F)S(O[Si](C)(C)C)(=O)=O.C([SiH](CC)CC)C>C(#N)C.C(OCC)(=O)C>[CH2:12]([O:19][C:20]([N:22]1[CH2:27][CH2:26][CH:25]([C:6]2[C:5]3[C:9](=[CH:10][CH:11]=[C:3]([C:1]#[N:2])[CH:4]=3)[NH:8][CH:7]=2)[CH2:24][CH2:23]1)=[O:21])[C:13]1[CH:14]=[CH:15][CH:16]=[CH:17][CH:18]=1. Reported procedure: A solution of 5-cyanoindole (10.00 g, 70.34 mmol) in acetonitrile (120 ml) was added to a solution of 1-benzyloxycarbonyl-4-piperidone (8.20 g, 35.17 mmol) and trimethylsilyl trifluoromethanesulfonate (6.80 ml, 35.17 mmol) in acetonitrile (230 ml) via addition funnel at 0° C. over 1.5 h. Triethylsilane (4.2 ml, 26.28 mmol) was added at 0° C. and reaction mixture was allowed to gradually warm to RT over 2 h. The reaction mixture was diluted with ethyl acetate and washed with saturated sodium bica... The reactants are FS(F)(F)(F)(F)c1ccc(Br)cc1, [Li]CCCC, CCCCCC, Cl, O=C=O. Yields the product O=C(O)c1ccc(S(F)(F)(F)(F)F)cc1. RXN SMILES: [Br:6][c:7]1[cH:8][cH:9][c:10]([S:13]([F:14])([F:15])([F:16])([F:17])[F:18])[cH:11][cH:12]1.[CH2:1]([Li:2])[CH2:3][CH2:4][CH3:5].[CH3:23][CH2:24][CH2:25][CH2:26][CH2:27][CH3:28].[ClH:22].[O:19]=[C:20]=[O:21]>>[c:7]1([C:20](=[O:19])[OH:21])[cH:8][cH:9][c:10]([S:13]([F:14])([F:15])([F:16])([F:17])[F:18])[cH:11][cH:12]1.